Dataset: the Open Reaction Database (ORD), a public repository of structured organic reaction records. Task: describe an organic reaction: reactants, conditions, products, and yield Starting materials: COc1ccc(P2(=S)SP(=S)(c3ccc(OC)cc3)S2)cc1, Cc1ccccc1, Cc1ccc2c(c1)C(C(=O)Nc1c(C(C)C)cccc1C(C)C)c1ccccc1CO2. The product is Cc1ccc2c(c1)C(C(=S)Nc1c(C(C)C)cccc1C(C)C)c1ccccc1CO2. As a reaction SMILES: [CH3:32][O:33][c:34]1[cH:35][cH:36][c:37]([P:38]2(=[S:41])[S:39][P:40]([c:42]3[cH:43][cH:44][c:45]([O:46][CH3:47])[cH:48][cH:49]3)(=[S:50])[S:51]2)[cH:52][cH:53]1.[CH3:54][c:55]1[cH:56][cH:57][cH:58][cH:59][cH:60]1.[CH:1]([CH3:2])([CH3:3])[c:4]1[c:5]([NH:13][C:14](=[O:15])[CH:16]2[c:17]3[c:18]([cH:27][cH:28][c:29]([CH3:31])[cH:30]3)[O:19][CH2:20][c:21]3[c:22]2[cH:23][cH:24][cH:25][cH:26]3)[c:6]([CH:10]([CH3:11])[CH3:12])[cH:7][cH:8][cH:9]1>>[CH:1]([CH3:2])([CH3:3])[c:4]1[c:5]([NH:13][C:14]([CH:16]2[c:17]3[c:18]([cH:27][cH:28][c:29]([CH3:31])[cH:30]3)[O:19][CH2:20][c:21]3[c:22]2[cH:23][cH:24][cH:25][cH:26]3)=[S:41])[c:6]([CH:10]([CH3:11])[CH3:12])[cH:7][cH:8][cH:9]1. Reactants: Cc1cc(CC(CC(=O)N2CCC(N3CCc4ccccc4NC3=O)CC2)C(=O)O)cc(Cl)c1N, C1CN(C2CCOCC2)CCN1. Yields the product Cc1cc(CC(CC(=O)N2CCC(N3CCc4ccccc4NC3=O)CC2)C(=O)N2CCN(C3CCOCC3)CC2)cc(Cl)c1N. As a reaction SMILES: [NH2:1][c:2]1[c:3]([Cl:35])[cH:4][c:5]([CH2:6][CH:7]([C:8](=[O:9])[OH:10])[CH2:11][C:12]([N:13]2[CH2:14][CH2:15][CH:16]([N:19]3[C:20](=[O:30])[NH:21][c:22]4[c:23]([cH:26][cH:27][cH:28][cH:29]4)[CH2:24][CH2:25]3)[CH2:17][CH2:18]2)=[O:31])[cH:32][c:33]1[CH3:34].[O:36]1[CH2:37][CH2:38][CH:39]([N:42]2[CH2:43][CH2:44][NH:45][CH2:46][CH2:47]2)[CH2:40][CH2:41]1>>[NH2:1][c:2]1[c:3]([Cl:35])[cH:4][c:5]([CH2:6][CH:7]([C:8](=[O:9])[N:45]2[CH2:44][CH2:43][N:42]([CH:39]3[CH2:38][CH2:37][O:36][CH2:41][CH2:40]3)[CH2:47][CH2:46]2)[CH2:11][C:12]([N:13]2[CH2:14][CH2:15][CH:16]([N:19]3[C:20](=[O:30])[NH:21][c:22]4[c:23]([cH:26][cH:27][cH:28][cH:29]4)[CH2:24][CH2:25]3)[CH2:17][CH2:18]2)=[O:31])[cH:32][c:33]1[CH3:34]. The reactants are C(C)OC=C(C#N)C#N (ethoxymethylenemalononitrile), NC1=NC=CC=C1C (2-amino-3-methylpyridine). The solvent is C(C)O (ethanol). Run at time 2 hour. Product: C(#N)C1=CN=C2N(C1=N)C=CC=C2C (3-cyano-4-imino-9-methyl-4H-pyrido[1,2-a]pyrimidine). Isolated yield 75.6%. RXN SMILES: C(O[CH:4]=[C:5]([C:8]#[N:9])[C:6]#[N:7])C.[NH2:10][C:11]1[C:16]([CH3:17])=[CH:15][CH:14]=[CH:13][N:12]=1>C(O)C>[C:6]([C:5]1[C:8](=[NH:9])[N:12]2[CH:13]=[CH:14][CH:15]=[C:16]([CH3:17])[C:11]2=[N:10][CH:4]=1)#[N:7]. Procedure details: To 200 ml of ethanol were added 11.8 g (97 mmoles) of ethoxymethylenemalononitrile and 10.5 g (97 mmoles) of 2-amino-3-methylpyridine, and the reaction was carried out with stirring at room temperature for 2 hours. After completion of the reaction, the crystals precipitated were collected by filtration to obtain 13.5 g of 3-cyano-4-imino-9-methyl-4H-pyrido[1,2-a]pyrimidine. Yield: 76%. Reactants: OC(=O)C(F)(F)F.ClC1=C(C=C(C(=C1)N(C)C)F)C1=C(C(=NC=C1)OS(=O)(=O)C(F)(F)F)[N+](=O)[O-] (Trifluoro-methanesulfonic acid 4-(2-chloro-4-dimethylamino-5-fluoro-phenyl)-3-nitro-pyridin-2-yl ester TFA), COCC(CC)N (1-methoxymethyl-propylamine). Yields the product ClC1=C(C=C(C(=C1)N(C)C)F)C1=C(C(=NC=C1)NC(CC)COC)[N+](=O)[O-] ([4-(2-chloro-4-dimethylamino-5-fluoro-phenyl)-3-nitro-pyridin-2-yl]-(1-methoxymethyl-propyl)-amine). Isolated yield 81.3%. As a reaction SMILES: OC(C(F)(F)F)=O.[Cl:8][C:9]1[CH:14]=[C:13]([N:15]([CH3:17])[CH3:16])[C:12]([F:18])=[CH:11][C:10]=1[C:19]1[CH:24]=[CH:23][N:22]=[C:21](OS(C(F)(F)F)(=O)=O)[C:20]=1[N+:33]([O-:35])=[O:34].[CH3:36][O:37][CH2:38][CH:39]([NH2:42])[CH2:40][CH3:41]>>[Cl:8][C:9]1[CH:14]=[C:13]([N:15]([CH3:17])[CH3:16])[C:12]([F:18])=[CH:11][C:10]=1[C:19]1[CH:24]=[CH:23][N:22]=[C:21]([NH:42][CH:39]([CH2:38][O:37][CH3:36])[CH2:40][CH3:41])[C:20]=1[N+:33]([O-:35])=[O:34] |f:0.1|. Reported procedure: Trifluoro-methanesulfonic acid 4-(2-chloro-4-dimethylamino-5-fluoro-phenyl)-3-nitro-pyridin-2-yl ester TFA (39.6 mg, 0.093 mmol), prepared substantially as described in Part C of Example 19a, and 1-methoxymethyl-propylamine (191.0 mg, 1.85 mmol) were treated substantially as described in Part C of Example 19a to produce 30 mg (81%) of crude [4-(2-chloro-4-dimethylamino-5-fluoro-phenyl)-3-nitro-pyridin-2-yl]-(1-methoxymethyl-propyl)-amine: MS (EI) m/z 397.19 [(M+H)+, 100]. Run in C(C)O (ethanol). Reaction SMILES: [OH-].[Na+].[Cl:3][C:4]1[CH:5]=[C:6]([C@H:11]2[C@@H:17]([CH2:18][N:19]3[CH2:24][CH2:23][CH:22]([C:25]([O:27]C)=[O:26])[CH2:21][CH2:20]3)[O:16][CH2:15][CH2:14][N:13]([C:29]([O:31][C:32]([CH3:35])([CH3:34])[CH3:33])=[O:30])[CH2:12]2)[CH:7]=[CH:8][C:9]=1[Cl:10].O>C(O)C>[C:32]([O:31][C:29]([N:13]1[CH2:12][C@@H:11]([C:6]2[CH:7]=[CH:8][C:9]([Cl:10])=[C:4]([Cl:3])[CH:5]=2)[C@@H:17]([CH2:18][N:19]2[CH2:24][CH2:23][CH:22]([C:25]([OH:27])=[O:26])[CH2:21][CH2:20]2)[O:16][CH2:15][CH2:14]1)=[O:30])([CH3:35])([CH3:33])[CH3:34] |f:0.1|. Conditions: time 1 hour. Yields the product C(C)(C)(C)OC(=O)N1CCO[C@@H]([C@@H](C1)C1=CC(=C(C=C1)Cl)Cl)CN1CCC(CC1)C(=O)O (1-{[(6R,7S)-4-(tert-butoxycarbonyl)-6-(3,4-dichlorophenyl)-1,4-oxazepan-7-yl]methyl}piperidine-4-carboxylic acid). Yield: 65.5%. Starting materials: [OH-].[Na+] (sodium hydroxide), ClC=1C=C(C=CC1Cl)[C@@H]1CN(CCO[C@@H]1CN1CCC(CC1)C(=O)OC)C(=O)OC(C)(C)C (tert-butyl (6R,7S)-6-(3,4-dichlorophenyl)-7-{[4-(methoxycarbonyl)piperidin-1-yl]methyl}-1,4-oxazepane-4-carboxylate), O (Water). Procedure: 2 M Aqueous sodium hydroxide solution (0.2 mL) was added dropwise to a solution of tert-butyl (6R,7S)-6-(3,4-dichlorophenyl)-7-{[4-(methoxycarbonyl)piperidin-1-yl]methyl}-1,4-oxazepane-4-carboxylate (110 mg) in ethanol (5 mL), and the mixture was stirred at room temperature for 1 hr. Water was added to the reaction mixture, and the mixture was washed with diethyl ether. The obtained aqueous layer was neutralized with 1 M hydrochloric acid, and the mixture was extracted with ethyl acetate. The ex... The reactants are N1CC(CCC1)N1CCOCC1 (4-Piperidin-3-yl-morpholine), FC1=CC=C(C=C1)[N+](=O)[O-] (4-Fluoronitrobenzene), C([O-])([O-])=O.[K+].[K+] (Potassium carbonate), CN(C=O)C (N,N-Dimethylformamide), [Cl-].[NH4+] (ammonium chloride). Reaction conditions: temperature 100 celsius, time 8 hour. The product is [N+](=O)([O-])C1=CC=C(C=C1)N1CC(CCC1)N1CCOCC1 (4-[1-(4-Nitro-phenyl)-piperidin-3-yl]-morpholine). As a reaction SMILES: [NH:1]1[CH2:6][CH2:5][CH2:4][CH:3]([N:7]2[CH2:12][CH2:11][O:10][CH2:9][CH2:8]2)[CH2:2]1.F[C:14]1[CH:19]=[CH:18][C:17]([N+:20]([O-:22])=[O:21])=[CH:16][CH:15]=1.C(=O)([O-])[O-].[K+].[K+].CN(C)C=O.[Cl-].[NH4+]>>[N+:20]([C:17]1[CH:18]=[CH:19][C:14]([N:1]2[CH2:6][CH2:5][CH2:4][CH:3]([N:7]3[CH2:8][CH2:9][O:10][CH2:11][CH2:12]3)[CH2:2]2)=[CH:15][CH:16]=1)([O-:22])=[O:21] |f:2.3.4,6.7|. Reported procedure: 4-Piperidin-3-yl-morpholine (1.70 g, 9.98 mmol), 4-Fluoronitrobenzene (1.3 g, 9.1 mmol) and Potassium carbonate (3.14 g, 22.7 mmol) were dissolved in N,N-Dimethylformamide (60 mL, 800 mmol). The reaction mixture was then heated at 100° C. and was allowed to stir overnight. The reaction mixture was poured over saturated ammonium chloride and organics were extracted with dichloromethane/ethyl acetate. Combined extracts were then dried over sodium sulfate, filtered and reduced. The crude reaction m...